From a dataset of the Open Reaction Database (ORD), a public repository of structured organic reaction records. describe an organic reaction: reactants, conditions, products, and yield Starting materials: COc1ccc(Cl)cc1-c1cc(F)cc2c1OC(COS(=O)(=O)c1ccc(C)cc1)C2, CN, Cl. Product: CNCC1Cc2cc(F)cc(-c3cc(Cl)ccc3OC)c2O1. As a reaction SMILES: [CH3:2][c:3]1[cH:4][cH:5][c:6]([S:7]([O:8][CH2:13][CH:14]2[O:15][c:16]3[c:17]([cH:19][c:20]([F:32])[cH:21][c:22]3-[c:23]3[c:24]([O:30][CH3:31])[cH:25][cH:26][c:27]([Cl:29])[cH:28]3)[CH2:18]2)(=[O:9])=[O:10])[cH:11][cH:12]1.[CH3:33][NH2:34].[ClH:1]>>[CH2:13]([CH:14]1[O:15][c:16]2[c:17]([cH:19][c:20]([F:32])[cH:21][c:22]2-[c:23]2[c:24]([O:30][CH3:31])[cH:25][cH:26][c:27]([Cl:29])[cH:28]2)[CH2:18]1)[NH:34][CH3:33]. Starting materials: C(CCC)N1C(N(C=2CCCC(C2C1C1=CC=C(C#N)C=C1)=O)C1=CC(=CC=C1)C(F)(F)F)=O (4-(3-Butyl-1-(3-(trifluoromethyl)phenyl)-2,5-dioxo-1,2,3,4,5,6,7,8-octahydroquinazolin-4-yl)benzonitrile), BrCCOC (1-bromo-2-methoxyethane), ( V001-006 ). Product: FC(C=1C=C(C=CC1)N1C(N(C(C=2C(CCCC12)=O)C1=CC=C(C#N)C=C1)CCOC)=O)(F)F (4-(1-(3-(Trifluoromethyl)phenyl)-3-(2-methoxyethyl)-2,5-dioxo-1,2,3,4,5,6,7,8-octahydroquinazolin-4-yl)benzonitrile). Reaction SMILES: [CH2:1]([N:5]1[CH:14]([C:15]2[CH:22]=[CH:21][C:18]([C:19]#[N:20])=[CH:17][CH:16]=2)[C:13]2[C:12](=[O:23])[CH2:11][CH2:10][CH2:9][C:8]=2[N:7]([C:24]2[CH:29]=[CH:28][CH:27]=[C:26]([C:30]([F:33])([F:32])[F:31])[CH:25]=2)[C:6]1=[O:34])[CH2:2]CC.BrC[CH2:37][O:38]C>>[F:32][C:30]([F:33])([F:31])[C:26]1[CH:25]=[C:24]([N:7]2[C:8]3[CH2:9][CH2:10][CH2:11][C:12](=[O:23])[C:13]=3[CH:14]([C:15]3[CH:22]=[CH:21][C:18]([C:19]#[N:20])=[CH:17][CH:16]=3)[N:5]([CH2:1][CH2:2][O:38][CH3:37])[C:6]2=[O:34])[CH:29]=[CH:28][CH:27]=1. Reported procedure: The title compound is prepared in analogy to 4-(3-butyl-1-(3-(trifluoromethyl)phenyl)-2,5-dioxo-1,2,3,4,5,6,7,8-octahydroquinazolin-4-yl)benzonitrile (example 21), using 1-bromo-2-methoxyethane as alkylating agent. Yield: 15 mg; ESI mass spectrum [M+H]+=470; Retention time HPLC: 1.33 min (V001—006). Starting materials: Cl.ClC1=C2C(=NC(=C1)C1=CC(=CC=C1)Cl)CCC2 (4-chloro-2-(3-chlorophenyl)-6,7-dihydro-5H-cyclopenta[b]pyridine hydrochloride), FC(CC1=CC=C(N)C=C1)(F)F (4-(2,2,2-trifluoroethyl)aniline), hydrochloride salt. The product is Cl.ClC=1C=C(C=CC1)C1=CC(=C2C(=N1)CCC2)NC2=CC=C(C=C2)CC(F)(F)F (2-(3-Chlorophenyl)-N-(4-(2,2,2-trifluoroethyl)phenyl)-6,7-dihydro-5H-cyclopenta[b]pyridin-4-amine hydrochloride). Isolated yield 42.8%. Reaction SMILES: Cl.[Cl:2][C:3]1[CH:8]=[C:7]([C:9]2[CH:14]=[CH:13][CH:12]=[C:11]([Cl:15])[CH:10]=2)[N:6]=[C:5]2[CH2:16][CH2:17][CH2:18][C:4]=12.[F:19][C:20]([F:30])([F:29])[CH2:21][C:22]1[CH:28]=[CH:27][C:25]([NH2:26])=[CH:24][CH:23]=1>>[ClH:2].[Cl:15][C:11]1[CH:10]=[C:9]([C:7]2[N:6]=[C:5]3[CH2:16][CH2:17][CH2:18][C:4]3=[C:3]([NH:26][C:25]3[CH:27]=[CH:28][C:22]([CH2:21][C:20]([F:19])([F:29])[F:30])=[CH:23][CH:24]=3)[CH:8]=2)[CH:14]=[CH:13][CH:12]=1 |f:0.1,3.4|. Reported procedure: Following General Procedure A2, 4-chloro-2-(3-chlorophenyl)-6,7-dihydro-5H-cyclopenta[b]pyridine hydrochloride (0.075 g, 0.25 mmol) was reacted with 4-(2,2,2-trifluoroethyl)aniline (0.066 g, 0.37 mmol), followed by the formation of the hydrochloride salt to afford the title compound (0.047 g, 62%) as an off-white solid. MW=439.30. 1H NMR (DMSO-d6, 500 MHz) δ 14.07 (s, 1H), 9.77 (s, 1H), 7.91 (t, J=1.8 Hz, 1H), 7.75-7.70 (m, 1H), 7.66 (d, J=7.9 Hz, 1H), 7.60 (t, J=7.9 Hz, 1H), 7.46 (q, J=7.9 Hz, ...